This data is from the Open Reaction Database (ORD), a public repository of structured organic reaction records. The task is: describe an organic reaction: reactants, conditions, products, and yield Reactants: CCOC(=O)c1cn2c3c(c(Br)c(F)c(F)c3c1=O)OCC2C, Cc1cc([Sn](C)(C)C)cc(C)n1, CN(C)P(=O)(N(C)C)N(C)C, C1COCCO1. Yields the product CCOC(=O)c1cn2c3c(c(-c4cc(C)nc(C)c4)c(F)c(F)c3c1=O)OCC2C. RXN SMILES: [Br:1][c:2]1[c:3]([F:23])[c:4]([F:22])[c:5]2[c:6]3[n:7]([cH:13][c:14]([C:17](=[O:18])[O:19][CH2:20][CH3:21])[c:15]2=[O:16])[CH:8]([CH3:12])[CH2:9][O:10][c:11]13.[CH3:24][c:25]1[n:26][c:27]([CH3:35])[cH:28][c:29]([Sn:31]([CH3:32])([CH3:33])[CH3:34])[cH:30]1.[CH3:36][N:37]([P:38]([N:39]([CH3:40])[CH3:41])([N:42]([CH3:43])[CH3:44])=[O:45])[CH3:46].[O:47]1[CH2:48][CH2:49][O:50][CH2:51][CH2:52]1>>[c:2]1(-[c:29]2[cH:28][c:27]([CH3:35])[n:26][c:25]([CH3:24])[cH:30]2)[c:3]([F:23])[c:4]([F:22])[c:5]2[c:6]3[n:7]([cH:13][c:14]([C:17](=[O:18])[O:19][CH2:20][CH3:21])[c:15]2=[O:16])[CH:8]([CH3:12])[CH2:9][O:10][c:11]13. Starting materials: ClC1=NC=CC(=C1)N1CCN(CC1)CC=1C=C(C(N2C=CC=CC12)=O)C(=O)OCC (ethyl 1-{[4-(2-chloropyridin-4-yl)piperazin-1-yl]methyl}-4-oxo-4H-quinolizine-3-carboxylate), C(=C)[B-](F)(F)F.[K+] (potassium vinyltrifluoroborate), C([O-])([O-])=O.[Cs+].[Cs+] (cesium carbonate). The reagents and catalysts are CC(C)([P](C(C)(C)C)([Pd][P](C(C)(C)C)(C(C)(C)C)C(C)(C)C)C(C)(C)C)C (bis(tri-tert-butyl-phosphine)palladium(0)). Run in C1CCOC1 (THF), CCOC(=O)C (EtOAc). Conditions: temperature 130 celsius, time 5 hour. Product: O=C1C(=CC(=C2C=CC=CN12)CN1CCN(CC1)C1=CC(=NC=C1)C=C)C(=O)OCC (ethyl 4-oxo-1-{[4-(2-vinylpyridin-4-yl)piperazine-1-yl]methyl}-4H-quinolizine-3-carboxylate). Reaction SMILES: Cl[C:2]1[CH:7]=[C:6]([N:8]2[CH2:13][CH2:12][N:11]([CH2:14][C:15]3[CH:16]=[C:17]([C:26]([O:28][CH2:29][CH3:30])=[O:27])[C:18](=[O:25])[N:19]4[C:24]=3[CH:23]=[CH:22][CH:21]=[CH:20]4)[CH2:10][CH2:9]2)[CH:5]=[CH:4][N:3]=1.[CH:31]([B-](F)(F)F)=[CH2:32].[K+].C(=O)([O-])[O-].[Cs+].[Cs+]>C1COCC1.CCOC(C)=O.CC(C)([P](C(C)(C)C)([Pd][P](C(C)(C)C)(C(C)(C)C)C(C)(C)C)C(C)(C)C)C>[O:25]=[C:18]1[N:19]2[C:24]([CH:23]=[CH:22][CH:21]=[CH:20]2)=[C:15]([CH2:14][N:11]2[CH2:12][CH2:13][N:8]([C:6]3[CH:5]=[CH:4][N:3]=[C:2]([CH:31]=[CH2:32])[CH:7]=3)[CH2:9][CH2:10]2)[CH:16]=[C:17]1[C:26]([O:28][CH2:29][CH3:30])=[O:27] |f:1.2,3.4.5,^1:57,63|. Procedure: To a solution of ethyl 1-{[4-(2-chloropyridin-4-yl)piperazin-1-yl]methyl}-4-oxo-4H-quinolizine-3-carboxylate (0.500 g, 1.17 mmol), potassium vinyltrifluoroborate (0.471 g, 3.51 mmol), and 1N cesium carbonate (2.34 mL, 2.34 mmol) in 5 mL of THF under nitrogen was added bis(tri-tert-butyl-phosphine)palladium(0) (10 mol %). The reaction mixture was stirred at 130° C. for 5 hours, then cooled to room temperature. The mixture was diluted with EtOAc and washed with aqueous sodium bicarbonate and brine... Starting materials: CC(CNC(C)(C)CC(=O)NC1CCc2ccccc2NC1=O)OCc1ccccc1, CO, O=C(O)C(F)(F)F. Product: CC(O)CNC(C)(C)CC(=O)NC1CCc2ccccc2NC1=O. As a reaction SMILES: [CH2:1]([c:2]1[cH:3][cH:4][cH:5][cH:6][cH:7]1)[O:8][CH:9]([CH2:10][NH:11][C:12]([CH2:13][C:14](=[O:15])[NH:16][CH:17]1[C:18](=[O:28])[NH:19][c:20]2[c:21]([cH:24][cH:25][cH:26][cH:27]2)[CH2:22][CH2:23]1)([CH3:29])[CH3:30])[CH3:31].[CH3:39][OH:40].[OH:32][C:33]([C:34]([F:35])([F:36])[F:37])=[O:38]>>[OH:8][CH:9]([CH2:10][NH:11][C:12]([CH2:13][C:14](=[O:15])[NH:16][CH:17]1[C:18](=[O:28])[NH:19][c:20]2[c:21]([cH:24][cH:25][cH:26][cH:27]2)[CH2:22][CH2:23]1)([CH3:29])[CH3:30])[CH3:31].